From a dataset of the Open Reaction Database (ORD), a public repository of structured organic reaction records. describe an organic reaction: reactants, conditions, products, and yield The reactants are N=C=N (carbodiimide), CN (N-Methyl amine), O1CCCC1 (tetrahydrofuran), BrC=1C(N(C(=CC1OCC1=C(C=C(C=C1)F)F)C)C=1C=C(C(=O)O)C=CC1F)=O (3-[3-bromo-4-[(2,4-difluorobenzyl)oxy]-6-methyl-2-oxopyridin-1(2H)-yl]-4-fluorobenzoic acid), ON1N=NC2=C1C=CC=C2 (1-hydroxybenzotriazole), polyamine resin, CN=C=O (methylisocyanate), polymer. The solvent is CN(C=O)C (N,N-Dimethylformamide), CN(C=O)C (N,N-dimethylformamide). Run at time 15 minute. Yields the product BrC=1C(N(C(=CC1OCC1=C(C=C(C=C1)F)F)C)C1=C(C=CC(=C1)C(=O)N1CCN(CC1)C)F)=O (3-bromo-4-[(2,4-difluorobenzyl)oxy]-1-{2-fluoro-5-[(4-methylpiperazin-1-yl)carbonyl]phenyl}-6-methylpyridin-2(1H)-one). RXN SMILES: [Br:1][C:2]1[C:3](=[O:29])[N:4]([C:19]2[CH:20]=[C:21]([CH:25]=[CH:26][C:27]=2[F:28])[C:22](O)=[O:23])[C:5]([CH3:18])=[CH:6][C:7]=1[O:8][CH2:9][C:10]1[CH:15]=[CH:14][C:13]([F:16])=[CH:12][C:11]=1[F:17].O[N:31]1[C:35]2C=CC=C[C:34]=2[N:33]=N1.N=C=N.[CH3:43]N.CN=C=O.O1CC[CH2:51][CH2:50]1>CN(C)C=O>[Br:1][C:2]1[C:3](=[O:29])[N:4]([C:19]2[CH:20]=[C:21]([C:22]([N:33]3[CH2:34][CH2:35][N:31]([CH3:43])[CH2:51][CH2:50]3)=[O:23])[CH:25]=[CH:26][C:27]=2[F:28])[C:5]([CH3:18])=[CH:6][C:7]=1[O:8][CH2:9][C:10]1[CH:15]=[CH:14][C:13]([F:16])=[CH:12][C:11]=1[F:17]. Procedure details: To a reaction vessel (borosilicate culture tube) was added 3-[3-bromo-4-[(2,4-difluorobenzyl)oxy]-6-methyl-2-oxopyridin-1(2H)-yl]-4-fluorobenzoic acid (0.300 g, 0.623 mmol) and 1-hydroxybenzotriazole (0.042 g, 0.45 mmol). N,N-Dimethylformamide (3 mL) was added to the reaction vessel followed by approximately 1.1 g of the polymer bound carbodiimide resin (1.38 mmol/g). Additional N,N-dimethylformamide (2 mL) was then added to the reaction vessel. The parallel reaction apparatus was then orbitally... Starting materials: Cl.NC=1C=C(CCNC(C(F)(F)F)=O)C=CC1 (N-(3-aminophenethyl)-2,2,2-trifluoroacetamide hydrochloride), N(=O)[O-].[Na+] (NaNO2), O.O.Cl[Sn]Cl (SnCl2.2H2O). Solvent: O (H2O), Cl (HCl), Cl (HCl). Reaction conditions: temperature 2.5 celsius, time 45 minute. Yields the product N(N)C=1C=C(CCNC(C(F)(F)F)=O)C=CC1 (N-(3-hydrazinophenethyl)-2,2,2-trifluoroacetamide). The yield is 72.8%. Reaction SMILES: Cl.[NH2:2][C:3]1[CH:4]=[C:5]([CH:15]=[CH:16][CH:17]=1)[CH2:6][CH2:7][NH:8][C:9](=[O:14])[C:10]([F:13])([F:12])[F:11].[N:18]([O-])=O.[Na+].O.O.Cl[Sn]Cl>Cl.O>[NH:2]([C:3]1[CH:4]=[C:5]([CH:15]=[CH:16][CH:17]=1)[CH2:6][CH2:7][NH:8][C:9](=[O:14])[C:10]([F:11])([F:12])[F:13])[NH2:18] |f:0.1,2.3,4.5.6|. Procedure: N-(3-aminophenethyl)-2,2,2-trifluoroacetamide hydrochloride (0.27 g, 1.0 mmol) was suspended in 6M HCl (2.0 mL) and cooled thoroughly in an ice bath. This was rapidly stirred while a solution of NaNO2 (73 mg) in H2O (1.0 mL) was added slowly. The mixture was stirred at 0-5° C. for 45 min and was then treated with SnCl2.2H2O (1.3 g, 5.8 mmol) in 6N HCl (4.0 mL). The resulting suspension was stirred at 0-5° C. for 3 h and then carefully quenched with 3N NaOH (15 mL) to pH 7-8. The mixture was dilu... The reactants are CC1(C)C2CCC1(CS(=O)(=O)O)C(=O)C2, CCN1CCCOc2cc(N)ccc21, CC(C)O, CS(=O)(=O)NC1CCCCC1Nc1nc(Cl)ncc1Cl. Product: CCN1CCCOc2cc(Nc3ncc(Cl)c(NC4CCCCC4NS(C)(=O)=O)n3)ccc21. Reaction SMILES: [C:1]12([CH2:2][S:3]([OH:4])(=[O:5])=[O:6])[C:7]([CH3:8])([CH3:9])[CH:10]([CH2:11][CH2:12]1)[CH2:13][C:14]2=[O:15].[CH2:16]([CH3:17])[N:18]1[CH2:19][CH2:20][CH2:21][O:22][c:23]2[c:24]1[cH:25][cH:26][c:27]([NH2:29])[cH:28]2.[CH:50]([OH:51])([CH3:52])[CH3:53].[Cl:30][c:31]1[n:32][cH:33][c:34]([Cl:49])[c:35]([NH:37][CH:38]2[CH:39]([NH:44][S:45](=[O:46])(=[O:47])[CH3:48])[CH2:40][CH2:41][CH2:42][CH2:43]2)[n:36]1>>[CH2:16]([CH3:17])[N:18]1[CH2:19][CH2:20][CH2:21][O:22][c:23]2[c:24]1[cH:25][cH:26][c:27]([NH:29][c:31]1[n:32][cH:33][c:34]([Cl:49])[c:35]([NH:37][CH:38]3[CH:39]([NH:44][S:45](=[O:46])(=[O:47])[CH3:48])[CH2:40][CH2:41][CH2:42][CH2:43]3)[n:36]1)[cH:28]2. Reactants: CCOC(=O)C(C(=O)OCC)C(=O)C1(c2ccc(OC)c(Br)c2)CCOCC1, CCOC(C)=O, O=P12OP3(=O)OP(=O)(O1)OP(=O)(O2)O3, O=S(=O)(O)O. Product: CCOC(=O)C1=C(O)c2cc(OC)c(Br)cc2C2(CCOCC2)C1=O. As a reaction SMILES: [Br:20][c:21]1[cH:22][c:23]([C:29]2([C:35](=[O:36])[CH:37]([C:38](=[O:39])[O:40][CH2:41][CH3:42])[C:43](=[O:44])[O:45][CH2:46][CH3:47])[CH2:30][CH2:31][O:32][CH2:33][CH2:34]2)[cH:24][cH:25][c:26]1[O:27][CH3:28].[CH3:48][CH2:49][O:50][C:51]([CH3:52])=[O:53].[O:6]=[P:7]12[O:8][P:9]3(=[O:19])[O:10][P:11](=[O:17])([O:12][P:13](=[O:16])([O:14]3)[O:15]1)[O:18]2.[S:1](=[O:2])(=[O:3])([OH:4])[OH:5]>>[Br:20][c:21]1[cH:22][c:23]2[c:24]([cH:25][c:26]1[O:27][CH3:28])[C:43]([OH:44])=[C:37]([C:38](=[O:39])[O:40][CH2:41][CH3:42])[C:35](=[O:36])[C:29]21[CH2:30][CH2:31][O:32][CH2:33][CH2:34]1.